This data is from the Open Reaction Database (ORD), a public repository of structured organic reaction records. The task is: describe an organic reaction: reactants, conditions, products, and yield The reactants are [H-].[Na+] (Sodium hydride), C(C)OC([C@@H](NC(CCCCCBr)=O)CC(C)C)=O (N-6-bromohexanoyl-L-leucine ethyl ester), CI (methyl iodide). Run in C1CCOC1 (THF). Conditions: time 8 hour. Yields the product C(C)OC([C@@H](N(C(CCCCCBr)=O)C)CC(C)C)=O (N-methyl-N-6-bromohexanoyl-L-leucine ethyl ester). The yield is 89.0%. Reaction SMILES: [H-].[Na+].[CH2:3]([O:5][C:6](=[O:21])[C@H:7]([CH2:17][CH:18]([CH3:20])[CH3:19])[NH:8][C:9](=[O:16])[CH2:10][CH2:11][CH2:12][CH2:13][CH2:14][Br:15])[CH3:4].[CH3:22]I>C1COCC1>[CH2:3]([O:5][C:6](=[O:21])[C@H:7]([CH2:17][CH:18]([CH3:20])[CH3:19])[N:8]([CH3:22])[C:9](=[O:16])[CH2:10][CH2:11][CH2:12][CH2:13][CH2:14][Br:15])[CH3:4] |f:0.1|. Procedure: Sodium hydride (60% dispersion in oil; 2.0 g, 50 mmol) was added to a stirred solution of N-6-bromohexanoyl-L-leucine ethyl ester (15.0 g, 45 mmol) in anhydrous THF (150 ml) at 0° C. After the effervesence had ceased methyl iodide (8.4 ml) was added. The reaction mixture was allowed to warm up to room temperature and was stirred overnight. The solvent was removed under reduced pressure and the residue taken up in ethyl acetate, washed with brine, dried over anhydrous sodium sulphate, filtered an... The reactants are CC#N.O (MeCN water), COC(C[C@@H]1COC2=C1C=CC(=C2)O[C@@H]2CCC1=C(C=CC(=C21)F)CC2=CC=C(C=C2)OC)=O ({(S)-6-[(R)-7-Fluoro-4-(4-methoxybenzyl)-indan-1-yloxy]-2,3-dihydrobenzofuran-3-yl}acetic acid methyl ester), Cl (hydrochloric acid), [OH-].[Na+] (sodium hydroxide). Conditions: time 8 hour. Solvent: O1CCCC1 (tetrahydrofuran). Reaction SMILES: C[O:2][C:3](=[O:34])[CH2:4][C@H:5]1[C:9]2[CH:10]=[CH:11][C:12]([O:14][C@H:15]3[C:23]4[C:18](=[C:19]([CH2:25][C:26]5[CH:31]=[CH:30][C:29]([O:32][CH3:33])=[CH:28][CH:27]=5)[CH:20]=[CH:21][C:22]=4[F:24])[CH2:17][CH2:16]3)=[CH:13][C:8]=2[O:7][CH2:6]1.[OH-].[Na+].Cl.CC#N.O>O1CCCC1>[F:24][C:22]1[CH:21]=[CH:20][C:19]([CH2:25][C:26]2[CH:27]=[CH:28][C:29]([O:32][CH3:33])=[CH:30][CH:31]=2)=[C:18]2[C:23]=1[C@H:15]([O:14][C:12]1[CH:11]=[CH:10][C:9]3[C@H:5]([CH2:4][C:3]([OH:34])=[O:2])[CH2:6][O:7][C:8]=3[CH:13]=1)[CH2:16][CH2:17]2 |f:1.2,4.5|. The product is FC=1C=CC(=C2CC[C@H](C12)OC1=CC2=C([C@@H](CO2)CC(=O)O)C=C1)CC1=CC=C(C=C1)OC ({(S)-6-[(R)-7-Fluoro-4-(4-methoxybenzyl)-indan-1-yloxy]-2,3-dihydrobenzofuran-3-yl}acetic acid). Procedure: {(S)-6-[(R)-7-Fluoro-4-(4-methoxybenzyl)-indan-1-yloxy]-2,3-dihydrobenzofuran-3-yl}acetic acid methyl ester (40.9 mg) is dissolved in tetrahydrofuran (4 mL) and 1N aqueous sodium hydroxide solution (0.4 mL) is added. The mixture is stirred at room temperature overnight and then acidified with aqueous 1 N hydrochloric acid (0.4 mL). The solution is submitted to HPLC on reversed phase (MeCN/water) to give the title compound. LC (method 6): tR=0.71 min; Mass spectrum (ESI−): m/z=447 [M−H]−. Reported procedure: The title compound was prepared in analogy to the procedure described in Step 10.3 using ethyl 4-((4-chlorophenyl)(hydroxy)methyl)-1-(2,4-dimethoxypyrimidin-5-yl)-5-isopropyl-1H-pyrazole-3-carboxylate (Step 46.11) and 3,8-dimethyl-[1,2,4]triazolo[4,3-a]pyridin-6-amine (Step 67.4) overnight at RT. tR: 1.02 min (LC-MS 2); ESI-MS: 605 [M+H]+ (LC-MS 2). Reactants: ClC1=CC=C(C=C1)C(C=1C(=NN(C1C(C)C)C=1C(=NC(=NC1)OC)OC)C(=O)OCC)O (ethyl 4-((4-chlorophenyl)(hydroxy)methyl)-1-(2,4-dimethoxypyrimidin-5-yl)-5-isopropyl-1H-pyrazole-3-carboxylate), CC1=NN=C2N1C=C(C=C2C)N (3,8-dimethyl-[1,2,4]triazolo[4,3-a]pyridin-6-amine). As a reaction SMILES: [Cl:1][C:2]1[CH:7]=[CH:6][C:5]([CH:8](O)[C:9]2[C:10]([C:27]([O:29][CH2:30][CH3:31])=[O:28])=[N:11][N:12]([C:17]3[C:18]([O:25][CH3:26])=[N:19][C:20]([O:23][CH3:24])=[N:21][CH:22]=3)[C:13]=2[CH:14]([CH3:16])[CH3:15])=[CH:4][CH:3]=1.[CH3:33][C:34]1[N:38]2[CH:39]=[C:40]([NH2:44])[CH:41]=[C:42]([CH3:43])[C:37]2=[N:36][N:35]=1>>[Cl:1][C:2]1[CH:7]=[CH:6][C:5]([CH:8]([NH:44][C:40]2[CH:41]=[C:42]([CH3:43])[C:37]3[N:38]([C:34]([CH3:33])=[N:35][N:36]=3)[CH:39]=2)[C:9]2[C:10]([C:27]([O:29][CH2:30][CH3:31])=[O:28])=[N:11][N:12]([C:17]3[C:18]([O:25][CH3:26])=[N:19][C:20]([O:23][CH3:24])=[N:21][CH:22]=3)[C:13]=2[CH:14]([CH3:15])[CH3:16])=[CH:4][CH:3]=1. The product is ClC1=CC=C(C=C1)C(C=1C(=NN(C1C(C)C)C=1C(=NC(=NC1)OC)OC)C(=O)OCC)NC=1C=C(C=2N(C1)C(=NN2)C)C (ethyl 4-((4-chlorophenyl)((3,8-dimethyl-[1,2,4]triazolo[4,3-a]pyridin-6-yl)amino)-methyl)-1-(2,4-dimethoxypyrimidin-5-yl)-5-isopropyl-1H-pyrazole-3-carboxylate). Isolated yield 7.0%. Reported procedure: Dissolve 4-(3-chloro-indazole-1-sulfonyl)-N-(4-fluoro-benzyl)-benzamide (91 mg, 0.20 mmol) in piperidine (11.0 mL) and stir at 90° C. overnight. Dilute the solution with EtOAc (30 mL) and wash with 1N HCl (15 mL) and satd NaHCO3 (15 mL). Dry, filter and concentrate the organic solution and purify the residue by flash chromatography, using a linear gradient of 100% hexanes to 50% EtOAc/hexanes, to give the title compound as a light yellow foam (7 mg, 7%). MS (ES) 493.0 (M+1)+, 491.2 (M−1)−. The solvent is CCOC(=O)C (EtOAc). Yields the product FC1=CC=C(CNC(C2=CC=C(C=C2)S(=O)(=O)N2N=C(C3=CC=CC=C23)N2CCCCC2)=O)C=C1 (N-(4-Fluoro-benzyl)-4-(3-piperidin-1-yl-indazole-1-sulfonyl)-benzamide). Conditions: temperature 90 celsius, time 8 hour. RXN SMILES: Cl[C:2]1[C:10]2[C:5](=[CH:6][CH:7]=[CH:8][CH:9]=2)[N:4]([S:11]([C:14]2[CH:30]=[CH:29][C:17]([C:18]([NH:20][CH2:21][C:22]3[CH:27]=[CH:26][C:25]([F:28])=[CH:24][CH:23]=3)=[O:19])=[CH:16][CH:15]=2)(=[O:13])=[O:12])[N:3]=1.[NH:31]1[CH2:36][CH2:35][CH2:34][CH2:33][CH2:32]1>CCOC(C)=O>[F:28][C:25]1[CH:26]=[CH:27][C:22]([CH2:21][NH:20][C:18](=[O:19])[C:17]2[CH:29]=[CH:30][C:14]([S:11]([N:4]3[C:5]4[C:10](=[CH:9][CH:8]=[CH:7][CH:6]=4)[C:2]([N:31]4[CH2:36][CH2:35][CH2:34][CH2:33][CH2:32]4)=[N:3]3)(=[O:13])=[O:12])=[CH:15][CH:16]=2)=[CH:23][CH:24]=1. Reactants: ClC1=NN(C2=CC=CC=C12)S(=O)(=O)C1=CC=C(C(=O)NCC2=CC=C(C=C2)F)C=C1 (4-(3-chloro-indazole-1-sulfonyl)-N-(4-fluoro-benzyl)-benzamide), N1CCCCC1 (piperidine). Starting materials: C1(=CC=CC=C1)C=CCOC(=O)C1(OC2=C(O1)C=CC(=C2)C[C@@H](C)N(C(=O)OCC(Cl)(Cl)Cl)C[C@H](O)C2=CC(=CC=C2)Cl)C(=O)OCC=CC2=CC=CC=C2 (5-{(2R)-2-[[(2R)2-(3-chloro-phenyl)-2-hydroxy-ethyl]-(2,2,2-trichloro-ethoxycarbonyl)-amino]-propyl}-benzo[1,3]dioxole-2,2-dicarboxylic acid bis-(3-phenyl-allyl) ester). Solvent: C(Cl)(Cl)Cl.CO (CHCl3 MeOH). Product: C1(=CC=CC=C1)C=CCOC(=O)C1(OC2=C(O1)C=CC(=C2)C[C@@H](C)NC[C@H](O)C2=CC(=CC=C2)Cl)C(=O)OCC=CC2=CC=CC=C2 (5-{(2R)-2-[(2R)-2-(3-Chloro-phenyl)-2-hydroxy-ethylamino]-propyl}-benzo[1,3]dioxole-2,2-dicarboxylic acid bis-(3-phenyl-allyl)ester). Isolated yield 59.0%. RXN SMILES: [C:1]1([CH:7]=[CH:8][CH2:9][O:10][C:11]([C:13]2([C:44]([O:46][CH2:47][CH:48]=[CH:49][C:50]3[CH:55]=[CH:54][CH:53]=[CH:52][CH:51]=3)=[O:45])[O:17][C:16]3[CH:18]=[CH:19][C:20]([CH2:22][C@H:23]([N:25]([CH2:34][C@@H:35]([C:37]4[CH:42]=[CH:41][CH:40]=[C:39]([Cl:43])[CH:38]=4)[OH:36])C(OCC(Cl)(Cl)Cl)=O)[CH3:24])=[CH:21][C:15]=3[O:14]2)=[O:12])[CH:6]=[CH:5][CH:4]=[CH:3][CH:2]=1>C(Cl)(Cl)Cl.CO>[C:1]1([CH:7]=[CH:8][CH2:9][O:10][C:11]([C:13]2([C:44]([O:46][CH2:47][CH:48]=[CH:49][C:50]3[CH:55]=[CH:54][CH:53]=[CH:52][CH:51]=3)=[O:45])[O:17][C:16]3[CH:18]=[CH:19][C:20]([CH2:22][C@H:23]([NH:25][CH2:34][C@@H:35]([C:37]4[CH:42]=[CH:41][CH:40]=[C:39]([Cl:43])[CH:38]=4)[OH:36])[CH3:24])=[CH:21][C:15]=3[O:14]2)=[O:12])[CH:2]=[CH:3][CH:4]=[CH:5][CH:6]=1 |f:1.2|. Procedure details: The fide compound was prepared as a colorless oil according to the procedure of Example 4, Step 6 except that 5-{(2R)-2-[[(2R)2-(3-chloro-phenyl)-2-hydroxy-ethyl]-(2,2,2-trichloro-ethoxycarbonyl)-amino]-propyl}-benzo[1,3]dioxole-2,2-dicarboxylic acid bis-(3-phenyl-allyl) ester was used in place of 5-{(2R)-2-[[(2R)-2-(3-chloro-phenyl)-2-hydroxy-ethyl]-(2,2,2-trichloro-ethoxycarbonyl)-amino]-propyl}-benzo[1,3]dioxole-2,2-dicarboxylic acid diallyl ester; yield 59%; Rf =0.35 (10/1 CHCl3 /MeOH); 1H N... Starting materials: CC1CN(c2ccc(N3CCN(C(=O)OC(C)(C)C)CC3)c(C3CCC(C)(C)CC3)c2)CC(C)O1, CCOC(C)=O, ClCCl, Cl, [Na+], [Na+], O=C([O-])[O-], O. The product is CC1CN(c2ccc(N3CCNCC3)c(C3CCC(C)(C)CC3)c2)CC(C)O1. Reaction SMILES: [C:1]([O:2][C:3](=[O:4])[N:8]1[CH2:9][CH2:10][N:11]([c:14]2[c:15]([CH:28]3[CH2:29][CH2:30][C:31]([CH3:34])([CH3:35])[CH2:32][CH2:33]3)[cH:16][c:17]([N:20]3[CH2:21][CH:22]([CH3:27])[O:23][CH:24]([CH3:26])[CH2:25]3)[cH:18][cH:19]2)[CH2:12][CH2:13]1)([CH3:5])([CH3:6])[CH3:7].[CH3:36][CH2:37][O:38][C:39](=[O:40])[CH3:41].[Cl:50][CH2:51][Cl:52].[ClH:42].[Na+:43].[Na+:44].[O-:45][C:46](=[O:47])[O-:48].[OH2:49]>>[NH:8]1[CH2:9][CH2:10][N:11]([c:14]2[c:15]([CH:28]3[CH2:29][CH2:30][C:31]([CH3:34])([CH3:35])[CH2:32][CH2:33]3)[cH:16][c:17]([N:20]3[CH2:21][CH:22]([CH3:27])[O:23][CH:24]([CH3:26])[CH2:25]3)[cH:18][cH:19]2)[CH2:12][CH2:13]1. Reactants: BrC1=CC=2C3C(C(NC2C=C1)=O)CCC3 (8-bromo-1,2,3,3a,5,9b-hexahydrocyclopenta[c]quinolin-4-one), [Cu]C#N (copper(I) cyanide), ClCCl (dichloromethane). The solvent is CN(C)C=O (DMF). The product is C(#N)C1=CC=2C3C(C(NC2C=C1)=O)CCC3 (8-Cyano-1,2,3,3a,5,9b-hexahydrocyclopenta[c]quinolin-4-one). Isolated yield 38.3%. As a reaction SMILES: Br[C:2]1[CH:11]=[CH:10][C:9]2[NH:8][C:7](=[O:12])[CH:6]3[CH2:13][CH2:14][CH2:15][CH:5]3[C:4]=2[CH:3]=1.[Cu][C:17]#[N:18].ClCCl>CN(C=O)C>[C:17]([C:2]1[CH:11]=[CH:10][C:9]2[NH:8][C:7](=[O:12])[CH:6]3[CH2:13][CH2:14][CH2:15][CH:5]3[C:4]=2[CH:3]=1)#[N:18]. Procedure: A solution of 8-bromo-1,2,3,3a,5,9b-hexahydrocyclopenta[c]quinolin-4-one (230 mg, 0.86 mmol) in DMF (20 ml) is mixed with copper(I) cyanide (77 mg, 0.86 mmol) and refluxed for 16 hours. The batch is diluted dichloromethane, washed with saturated NH4Cl, dried (Na2SO4) and concentrated by evaporation in a vacuum. Purification on silica gel with ethyl acetate-hexane yields 70 mg (38%) of product.